This data is from the Open Reaction Database (ORD), a public repository of structured organic reaction records. The task is: describe an organic reaction: reactants, conditions, products, and yield Reactants: BrC=1C=C2C(=C(C=NC2=CC1)C(=O)C1CC1)NC=1C=CC(=NC1)N1CC(CCC1)NC(OC(C)(C)C)=O (tert-butyl 1-(5-(6-bromo-3-(cyclopropanecarbonyl)quinolin-4-ylamino)pyridin-2-yl)piperidin-3-ylcarbamate), ClC1=C(C(=CC(=C1)B1OC(C(O1)(C)C)(C)C)Cl)O (2,6-dichloro-4-(4,4,5,5-tetramethyl-1,3,2-dioxaborolan-2-yl)phenol). Yields the product NC1CN(CCC1)C1=CC=C(C=N1)NC1=C(C=NC2=CC=C(C=C12)C1=CC(=C(C(=C1)Cl)O)Cl)C(=O)C1CC1 ((4-(6-(3-aminopiperidin-1-yl)pyridin-3-ylamino)-6-(3,5-dichloro-4-hydroxyphenyl)quinolin-3-yl)(cyclopropyl)methanone). Isolated yield 49.6%. Reaction SMILES: Br[C:2]1[CH:3]=[C:4]2[C:9](=[CH:10][CH:11]=1)[N:8]=[CH:7][C:6]([C:12]([CH:14]1[CH2:16][CH2:15]1)=[O:13])=[C:5]2[NH:17][C:18]1[CH:19]=[CH:20][C:21]([N:24]2[CH2:29][CH2:28][CH2:27][CH:26]([NH:30]C(=O)OC(C)(C)C)[CH2:25]2)=[N:22][CH:23]=1.[Cl:38][C:39]1[CH:44]=[C:43](B2OC(C)(C)C(C)(C)O2)[CH:42]=[C:41]([Cl:54])[C:40]=1[OH:55]>>[NH2:30][CH:26]1[CH2:27][CH2:28][CH2:29][N:24]([C:21]2[N:22]=[CH:23][C:18]([NH:17][C:5]3[C:4]4[C:9](=[CH:10][CH:11]=[C:2]([C:43]5[CH:44]=[C:39]([Cl:38])[C:40]([OH:55])=[C:41]([Cl:54])[CH:42]=5)[CH:3]=4)[N:8]=[CH:7][C:6]=3[C:12]([CH:14]3[CH2:16][CH2:15]3)=[O:13])=[CH:19][CH:20]=2)[CH2:25]1. Reported procedure: Following general procedure D, tert-butyl 1-(5-(6-bromo-3-(cyclopropanecarbonyl)quinolin-4-ylamino)pyridin-2-yl)piperidin-3-ylcarbamate (100 mg, 0.18 mmol) was reacted with 2,6-dichloro-4-(4,4,5,5-tetramethyl-1,3,2-dioxaborolan-2-yl)phenol (78 mg, 0.27 mmol) to obtain the protected intermediate which was subjected to general procedure A-2 to afford the desired product (49 mg, 50% over 2 steps) as a yellow solid: 1H NMR (500 MHz, CD3OD+TFA-d) δ 9.40 (s, 1H), 8.22 (m, 2H), 8.12 (s, 1H), 8.02 (d, J... The reactants are O (Water), C(C)OC(=O)N1[C@@H](C[C@@H](C2=NC(=CC=C12)O)NC1=NC=C(C(=N1)CC1=CC(=CC(=C1)C(F)(F)F)C(F)(F)F)N1CCOCC1)CC ((2R,4S)-4-{[3,5-Bis(trifluoromethyl)benzyl]-[5-(morpholin-4-yl)pyrimidin-2-yl]}amino-2-ethyl-6-hydroxy-3,4-dihydro-2H-[1,5]naphthyridine-1-carboxylic acid ethyl ester), C(C)I (ethyl iodide), [H-].[Na+] (sodium hydride). Solvent: C(C)(=O)OCC (ethyl acetate), CN(C=O)C (N,N-dimethylformamide). Conditions: time 30 minute. Yields the product C(C)OC(=O)N1[C@@H](C[C@@H](C2=NC(=CC=C12)OCC)NC1=NC=C(C(=N1)CC1=CC(=CC(=C1)C(F)(F)F)C(F)(F)F)N1CCOCC1)CC ((2R,4S)-4-{[3,5-bis(trifluoromethyl)benzyl]-[5-(morpholin-4-yl)pyrimidin-2-yl]}amino-6-ethoxy-2-ethyl-3,4-dihydro-2H-[1,5]naphthyridine-1-carboxylic acid ethyl ester). As a reaction SMILES: [CH2:1]([O:3][C:4]([N:6]1[C:15]2[C:10](=[N:11][C:12]([OH:16])=[CH:13][CH:14]=2)[C@@H:9]([NH:17][C:18]2[N:23]=[C:22]([CH2:24][C:25]3[CH:30]=[C:29]([C:31]([F:34])([F:33])[F:32])[CH:28]=[C:27]([C:35]([F:38])([F:37])[F:36])[CH:26]=3)[C:21]([N:39]3[CH2:44][CH2:43][O:42][CH2:41][CH2:40]3)=[CH:20][N:19]=2)[CH2:8][C@H:7]1[CH2:45][CH3:46])=[O:5])[CH3:2].[H-].[Na+].[CH2:49](I)[CH3:50].O>CN(C)C=O.C(OCC)(=O)C>[CH2:1]([O:3][C:4]([N:6]1[C:15]2[C:10](=[N:11][C:12]([O:16][CH2:49][CH3:50])=[CH:13][CH:14]=2)[C@@H:9]([NH:17][C:18]2[N:23]=[C:22]([CH2:24][C:25]3[CH:30]=[C:29]([C:31]([F:34])([F:33])[F:32])[CH:28]=[C:27]([C:35]([F:38])([F:36])[F:37])[CH:26]=3)[C:21]([N:39]3[CH2:40][CH2:41][O:42][CH2:43][CH2:44]3)=[CH:20][N:19]=2)[CH2:8][C@H:7]1[CH2:45][CH3:46])=[O:5])[CH3:2] |f:1.2|. Procedure: (2R,4S)-4-{[3,5-Bis(trifluoromethyl)benzyl]-[5-(morpholin-4-yl)pyrimidin-2-yl]}amino-2-ethyl-6-hydroxy-3,4-dihydro-2H-[1,5]naphthyridine-1-carboxylic acid ethyl ester (207 mg) is dissolved in N,N-dimethylformamide (3 ml), then thereto is added sodium hydride (62.7%, 15 mg) under ice-cooling, and the mixture is stirred at room temperature for 30 minutes. After addition of ethyl iodide (50 μl) under ice-cooling, the mixture is stirred at room temperature for 2 hours. Water and ethyl acetate are ad...